Dataset: the Open Reaction Database (ORD), a public repository of structured organic reaction records. Task: describe an organic reaction: reactants, conditions, products, and yield Reactants: COC(=O)C1=C(C=CC=C1)N(CCN1CCN(CC1)C1=C(C=CC=C1)OC)C(=O)C1CCCCC1 (1-[N-(2-methoxycarbonylphenyl)-N-cyclohexylcarbonyl-2-aminoethyl]-4-(2-methoxyphenyl)piperazine), O.[OH-].[Li+] (lithium hydroxide monohydrate), Cl (HCl). Solvent: C1CCOC1 (THF), O (H2O). Yields the product O.O.Cl.C1(CCCCC1)C(=O)N(CCN1CCN(CC1)C1=C(C=CC=C1)OC)C1=C(C=CC=C1)C(=O)O (1-[N-cyclohexylcarbonyl-N-(2-carboxyphenyl)-2-aminoethyl]-4-(2-methoxyphenyl)piperazine Hydrochloride Dihydrate). The yield is 84.0%. RXN SMILES: C[O:2][C:3]([C:5]1[CH:10]=[CH:9][CH:8]=[CH:7][C:6]=1[N:11]([C:28]([CH:30]1[CH2:35][CH2:34][CH2:33][CH2:32][CH2:31]1)=[O:29])[CH2:12][CH2:13][N:14]1[CH2:19][CH2:18][N:17]([C:20]2[CH:25]=[CH:24][CH:23]=[CH:22][C:21]=2[O:26][CH3:27])[CH2:16][CH2:15]1)=[O:4].[OH2:36].[OH-].[Li+].[ClH:39]>C1COCC1.O>[OH2:2].[OH2:36].[ClH:39].[CH:30]1([C:28]([N:11]([C:6]2[CH:7]=[CH:8][CH:9]=[CH:10][C:5]=2[C:3]([OH:4])=[O:2])[CH2:12][CH2:13][N:14]2[CH2:15][CH2:16][N:17]([C:20]3[CH:25]=[CH:24][CH:23]=[CH:22][C:21]=3[O:26][CH3:27])[CH2:18][CH2:19]2)=[O:29])[CH2:35][CH2:34][CH2:33][CH2:32][CH2:31]1 |f:1.2.3,7.8.9.10|. Reported procedure: A solution of 0.33 g of the compound of example 18 and 0.06 g of lithium hydroxide monohydrate in 5 mL of THF and 1 mL of H2O was stirred at 70° C. for 9 h. The solution was added with 2 N aq. HCl to pH≡1 and evaporated to dryness. The residue was taken up with 10 mL of boiling Me2CO and filtered to give 0.32 g (84%) of the title compound as a white solid. The reactants are CCOC(C)=O, CC(C)O, COC(=O)c1ccc(OC2CCCCC2)cc1Nc1ccc(F)cc1, Cl, [Na+], [OH-]. Yields the product O=C(O)c1ccc(OC2CCCCC2)cc1Nc1ccc(F)cc1. RXN SMILES: [CH3:33][CH2:34][O:35][C:36](=[O:37])[CH3:38].[CH3:3][CH:4]([OH:5])[CH3:6].[CH:7]1([O:13][c:14]2[cH:15][c:16]([NH:24][c:25]3[cH:26][cH:27][c:28]([F:31])[cH:29][cH:30]3)[c:17]([C:18](=[O:19])[O:20][CH3:21])[cH:22][cH:23]2)[CH2:8][CH2:9][CH2:10][CH2:11][CH2:12]1.[ClH:32].[Na+:2].[OH-:1]>>[CH:7]1([O:13][c:14]2[cH:15][c:16]([NH:24][c:25]3[cH:26][cH:27][c:28]([F:31])[cH:29][cH:30]3)[c:17]([C:18](=[O:19])[OH:20])[cH:22][cH:23]2)[CH2:8][CH2:9][CH2:10][CH2:11][CH2:12]1. Starting materials: O=C([O-])[O-], CC(C)c1cc(C(C)C)c(-c2ccccc2P(C2CCCCC2)C2CCCCC2)c(C(C)C)c1, CC(C)(C)Oc1cc(Cl)nc(SCc2cccc(F)c2F)n1, [Cs+], [Cs+], NS(=O)(=O)N1CCC1, O=C(C=Cc1ccccc1)C=Cc1ccccc1, C1COCCO1, O=C(C=Cc1ccccc1)C=Cc1ccccc1, O=C(C=Cc1ccccc1)C=Cc1ccccc1, [Pd], [Pd]. Yields the product CC(C)(C)Oc1cc(NS(=O)(=O)N2CCC2)nc(SCc2cccc(F)c2F)n1. As a reaction SMILES: [C:43](=[O:44])([O-:45])[O-:46].[CH:9]1([P:10]([CH:11]2[CH2:12][CH2:13][CH2:14][CH2:15][CH2:16]2)[c:17]2[cH:18][cH:19][cH:20][cH:21][c:22]2-[c:23]2[c:24]([CH:25]([CH3:26])[CH3:27])[cH:28][c:29]([CH:30]([CH3:31])[CH3:32])[cH:33][c:34]2[CH:35]([CH3:36])[CH3:37])[CH2:38][CH2:39][CH2:40][CH2:41][CH2:42]1.[Cl:49][c:50]1[n:51][c:52]([S:61][CH2:62][c:63]2[c:64]([F:70])[c:65]([F:69])[cH:66][cH:67][cH:68]2)[n:53][c:54]([O:56][C:57]([CH3:58])([CH3:59])[CH3:60])[cH:55]1.[Cs+:47].[Cs+:48].[N:1]1([S:5](=[O:6])(=[O:7])[NH2:8])[CH2:2][CH2:3][CH2:4]1.[O:115]=[C:116]([CH:117]=[CH:118][c:119]1[cH:120][cH:121][cH:122][cH:123][cH:124]1)[CH:125]=[CH:126][c:127]1[cH:128][cH:129][cH:130][cH:131][cH:132]1.[O:71]1[CH2:72][CH2:73][O:74][CH2:75][CH2:76]1.[O:79]=[C:80]([CH:81]=[CH:82][c:83]1[cH:84][cH:85][cH:86][cH:87][cH:88]1)[CH:89]=[CH:90][c:91]1[cH:92][cH:93][cH:94][cH:95][cH:96]1.[O:97]=[C:98]([CH:99]=[CH:100][c:101]1[cH:102][cH:103][cH:104][cH:105][cH:106]1)[CH:107]=[CH:108][c:109]1[cH:110][cH:111][cH:112][cH:113][cH:114]1.[Pd:77].[Pd:78]>>[N:1]1([S:5](=[O:6])(=[O:7])[NH:8][c:50]2[n:51][c:52]([S:61][CH2:62][c:63]3[c:64]([F:70])[c:65]([F:69])[cH:66][cH:67][cH:68]3)[n:53][c:54]([O:56][C:57]([CH3:58])([CH3:59])[CH3:60])[cH:55]2)[CH2:2][CH2:3][CH2:4]1. Reactants: CCO, NN, O, O=C1c2ccccc2C(=O)N1CCc1ccc(-c2ccccc2)cn1. Yields the product NCCc1ccc(-c2ccccc2)cn1. RXN SMILES: [CH3:29][CH2:30][OH:31].[NH2:27][NH2:28].[OH2:26].[c:1]1(-[c:7]2[cH:8][cH:9][c:10]([CH2:13][CH2:14][N:15]3[C:16](=[O:17])[c:18]4[c:19]([cH:20][cH:21][cH:22][cH:23]4)[C:24]3=[O:25])[n:11][cH:12]2)[cH:2][cH:3][cH:4][cH:5][cH:6]1>>[c:1]1(-[c:7]2[cH:8][cH:9][c:10]([CH2:13][CH2:14][NH2:15])[n:11][cH:12]2)[cH:2][cH:3][cH:4][cH:5][cH:6]1.